This data is from the Open Reaction Database (ORD), a public repository of structured organic reaction records. The task is: describe an organic reaction: reactants, conditions, products, and yield Reactants: [I-].[Cs+] (cesium iodide), II (iodine), N(=O)OCCC(C)C (isopentyl nitrite), NC1=NC=2C3=C(CCC2C=N1)C(=NN3C)C(=O)N[C@H](CN3CCOCC3)C3=CC=CC=C3 (8-amino-1-methyl-N-[(1S)-2-morpholin-4-yl-1-phenylethyl]-4,5-dihydro-1H-pyrazolo[4,3-h]quinazoline-3-carboxamide). The reagents and catalysts are [Cu](I)I (copper iodide). The solvent is C(OC)COC (dimethoxyethane). Product: IC1=NC=2C3=C(CCC2C=N1)C(=NN3C)C(=O)N[C@H](CN3CCOCC3)C3=CC=CC=C3 (8-iodo-1-methyl-N-[(1S)-2-morpholin-4-yl-1-phenylethyl]-4,5-dihydro-1H-pyrazolo[4,3-h]quinazoline-3-carboxamide). Isolated yield 39.3%. RXN SMILES: N[C:2]1[N:11]=[CH:10][C:9]2[CH2:8][CH2:7][C:6]3[C:12]([C:16]([NH:18][C@@H:19]([C:27]4[CH:32]=[CH:31][CH:30]=[CH:29][CH:28]=4)[CH2:20][N:21]4[CH2:26][CH2:25][O:24][CH2:23][CH2:22]4)=[O:17])=[N:13][N:14]([CH3:15])[C:5]=3[C:4]=2[N:3]=1.[I-:33].[Cs+].II.N(OCCC(C)C)=O>C(COC)OC.[Cu](I)I>[I:33][C:2]1[N:11]=[CH:10][C:9]2[CH2:8][CH2:7][C:6]3[C:12]([C:16]([NH:18][C@@H:19]([C:27]4[CH:32]=[CH:31][CH:30]=[CH:29][CH:28]=4)[CH2:20][N:21]4[CH2:22][CH2:23][O:24][CH2:25][CH2:26]4)=[O:17])=[N:13][N:14]([CH3:15])[C:5]=3[C:4]=2[N:3]=1 |f:1.2|. Procedure details: To a well stirred and warm suspension of 8-amino-1-methyl-N-[(1S)-2-morpholin-4-yl-1-phenylethyl]-4,5-dihydro-1H-pyrazolo[4,3-h]quinazoline-3-carboxamide (3 g, 6.92 mmol) in dimethoxyethane (240 mL), maintained in an inert atmosphere of argon, cesium iodide (2.16 g, 8.3 mmol), bisublimated iodine (870 mg, 3.46 mmol), copper iodide (460 mg, 2.42 mmol) and isopentyl nitrite (1.71 mL, 1.5 g, 12.46 mmol) were added, in sequence. The reaction mixture was stirred vigorously at 65-70° C. for 18 hours. ... Starting materials: NC(=O)CBr, [H-], O=C1CN(c2cccc(I)c2)C(=O)N1, [Na+], O=P([O-])([O-])[O-], CN(C)C=O. Yields the product NC(=O)CN1C(=O)CN(c2cccc(I)c2)C1=O. Reaction SMILES: [Br:15][CH2:16][C:17](=[O:18])[NH2:19].[H-:20].[I:1][c:2]1[cH:3][c:4]([N:8]2[C:9](=[O:14])[NH:10][C:11](=[O:13])[CH2:12]2)[cH:5][cH:6][cH:7]1.[Na+:21].[O-:22][P:23](=[O:24])([O-:25])[O-:26].[O:27]=[CH:28][N:29]([CH3:30])[CH3:31]>>[I:1][c:2]1[cH:3][c:4]([N:8]2[C:9](=[O:14])[N:10]([CH2:16][C:17](=[O:18])[NH2:19])[C:11](=[O:13])[CH2:12]2)[cH:5][cH:6][cH:7]1. Starting materials: C1CCOC1, CNC, CN(C)C=O, COc1cc2c(Oc3ccc4[nH]ccc4c3)ncnc2cc1OCC1CO1. Product: COc1cc2c(Oc3ccc4[nH]ccc4c3)ncnc2cc1OCC(O)CN(C)C. As a reaction SMILES: [CH2:31]1[O:32][CH2:33][CH2:34][CH2:35]1.[CH3:28][NH:29][CH3:30].[O:36]=[CH:37][N:38]([CH3:39])[CH3:40].[nH:1]1[cH:2][cH:3][c:4]2[cH:5][c:6]([O:10][c:11]3[n:12][cH:13][n:14][c:15]4[cH:16][c:17]([O:23][CH2:24][CH:25]5[O:26][CH2:27]5)[c:18]([O:21][CH3:22])[cH:19][c:20]34)[cH:7][cH:8][c:9]12>>[nH:1]1[cH:2][cH:3][c:4]2[cH:5][c:6]([O:10][c:11]3[n:12][cH:13][n:14][c:15]4[cH:16][c:17]([O:23][CH2:24][CH:25]([OH:26])[CH2:27][N:29]([CH3:28])[CH3:30])[c:18]([O:21][CH3:22])[cH:19][c:20]34)[cH:7][cH:8][c:9]12. Starting materials: C(C)(C)(C)OOC(=O)CCC(=O)Cl (3-(t-butylperoxycarbonyl)propionyl chloride), N1=CC=CC=C1 (pyridine), C(C(C)O)O (1,2-propanediol), OH, carbonyl, peroxyester. Solvent: C(Cl)Cl (methylene chloride), C(Cl)Cl (methylene chloride). Reaction conditions: temperature 10 celsius, time 210 minute. Product: C(CCC(=O)OCC(C)O)(=O)OOC(C)(C)C (t-Butyl O-(2-Hydroxypropyl) Monoperoxysuccinate). The yield is 97.5%. As a reaction SMILES: N1C=CC=CC=1.[CH2:7]([OH:11])[CH:8]([OH:10])[CH3:9].[C:12]([O:16][O:17][C:18]([CH2:20][CH2:21][C:22](Cl)=[O:23])=[O:19])([CH3:15])([CH3:14])[CH3:13]>C(Cl)Cl>[C:18]([O:17][O:16][C:12]([CH3:15])([CH3:14])[CH3:13])(=[O:19])[CH2:20][CH2:21][C:22]([O:11][CH2:7][CH:8]([OH:10])[CH3:9])=[O:23]. Procedure: A 250 mL 3-neck round-bottom flask, equipped with a magnetic stirrer, a thermometer, a cold water condenser and an addition funnel, was charged with 50 mL of methylene chloride, 4.2 g (0.052 mole) of pyridine and 19.0 g (0.25 mole) of 1,2-propanediol. The resulting vigorously stirred solution was cooled to 10° C. and to it was slowly added a solution of 11.5 g (0.050 mole) of 94% 3-(t-butylperoxycarbonyl)propionyl chloride in 10 mL of methylene chloride over a period of 20 minutes. The reaction ... Starting materials: CC(C)(C)OC(=O)NCc1ncc(Br)s1, CCO, Cl, C1COCCO1. The product is NCc1ncc(Br)s1, Cl. RXN SMILES: [Br:8][c:9]1[cH:10][n:11][c:12]([CH2:14][NH:15][C:16]([O:17][C:18]([CH3:19])([CH3:20])[CH3:21])=[O:22])[s:13]1.[CH3:23][CH2:24][OH:25].[ClH:7].[O:1]1[CH2:2][CH2:3][O:4][CH2:5][CH2:6]1>>[Br:8][c:9]1[cH:10][n:11][c:12]([CH2:14][NH2:15])[s:13]1.[ClH:7]. Product: CC1=NN(C(N1)=O)C1=CC=C(C=C1)SC=1C=C(C=CC1)C1(CCOCC1)C#N (4-(3-{[4-(3-methyl-5-oxo-4,5-dihydro-1H-1,2,4-triazol-1-yl)phenyl]thio}phenyl)tetrahydro-2H-pyran-4-carbonitrile). Reaction SMILES: [C:1]([C:3]1([C:9]2[CH:10]=[C:11]([S:15][C:16]3[CH:21]=[CH:20][C:19]([NH:22][C:23](NN)=[O:24])=[CH:18][CH:17]=3)[CH:12]=[CH:13][CH:14]=2)[CH2:8][CH2:7][O:6][CH2:5][CH2:4]1)#[N:2].Cl.[C:28]([NH2:31])(=[NH:30])[CH3:29]>>[CH3:29][C:28]1[NH:31][C:23](=[O:24])[N:22]([C:19]2[CH:20]=[CH:21][C:16]([S:15][C:11]3[CH:10]=[C:9]([C:3]4([C:1]#[N:2])[CH2:8][CH2:7][O:6][CH2:5][CH2:4]4)[CH:14]=[CH:13][CH:12]=3)=[CH:17][CH:18]=2)[N:30]=1 |f:1.2|. Reactants: C(#N)C1(CCOCC1)C=1C=C(C=CC1)SC1=CC=C(C=C1)NC(=O)NN (N-(4-{[3-(4-cyanotetrahydro-2H-pyran-4-yl)phenyl]thio}phenyl)hydrazinecarboxamide), Cl.C(C)(=N)N (acetamidine hydrochloride). Conditions: temperature 120 celsius. Procedure details: A mixture of N-(4-{[3-(4-cyanotetrahydro-2H-pyran-4-yl)phenyl]thio}phenyl) hydrazinecarboxamide (1.0 g, 2.72 mmol) (example 6) and acetamidine hydrochloride (1.16 g, 12.22 mmol) was evacuated for about 15 minutes. Dry dimethylformamide (10 mL) was added under nitrogen atmosphere and the mixture was heated at about 120° C. for about 7-8 hours. The solvent was evaporated under vacuum and a saturated solution of potassium carbonate was added until the mixture became basic. The resulting mixture was... Starting materials: CCOC(=O)CN1CCN(C2CCNCC2)CC1, COc1nc2cc(CC(OC(=O)N3CCC(N4CCc5ccccc5NC4=O)CC3)C(=O)O)cc(C)c2[nH]1. Yields the product CCOC(=O)CN1CCN(C2CCN(C(=O)C(Cc3cc(C)c4[nH]c(OC)nc4c3)OC(=O)N3CCC(N4CCc5ccccc5NC4=O)CC3)CC2)CC1. Reaction SMILES: [NH:39]1[CH2:40][CH2:41][CH:42]([N:45]2[CH2:46][CH2:47][N:48]([CH2:51][C:52](=[O:53])[O:54][CH2:55][CH3:56])[CH2:49][CH2:50]2)[CH2:43][CH2:44]1.[O:1]=[C:2]1[NH:3][c:4]2[c:5]([cH:35][cH:36][cH:37][cH:38]2)[CH2:6][CH2:7][N:8]1[CH:9]1[CH2:10][CH2:11][N:12]([C:15](=[O:16])[O:17][CH:18]([CH2:19][c:20]2[cH:21][c:22]3[c:23]([nH:24][c:25]([O:27][CH3:28])[n:26]3)[c:29]([CH3:31])[cH:30]2)[C:32](=[O:33])[OH:34])[CH2:13][CH2:14]1>>[O:1]=[C:2]1[NH:3][c:4]2[c:5]([cH:35][cH:36][cH:37][cH:38]2)[CH2:6][CH2:7][N:8]1[CH:9]1[CH2:10][CH2:11][N:12]([C:15](=[O:16])[O:17][CH:18]([CH2:19][c:20]2[cH:21][c:22]3[c:23]([nH:24][c:25]([O:27][CH3:28])[n:26]3)[c:29]([CH3:31])[cH:30]2)[C:32](=[O:34])[N:39]2[CH2:40][CH2:41][CH:42]([N:45]3[CH2:46][CH2:47][N:48]([CH2:51][C:52](=[O:53])[O:54][CH2:55][CH3:56])[CH2:49][CH2:50]3)[CH2:43][CH2:44]2)[CH2:13][CH2:14]1. The reactants are Nc1ccc(Cl)c(C(=O)OCc2ccccc2)c1F, CCCS(=O)(=O)Cl, ClCCl, O, c1ccncc1. Product: CCCS(=O)(=O)Nc1ccc(Cl)c(C(=O)OCc2ccccc2)c1F. RXN SMILES: [CH2:1]([c:2]1[cH:3][cH:4][cH:5][cH:6][cH:7]1)[O:8][C:9]([c:10]1[c:11]([F:18])[c:12]([NH2:17])[cH:13][cH:14][c:15]1[Cl:16])=[O:19].[CH2:26]([CH2:27][CH3:28])[S:29](=[O:30])(=[O:31])[Cl:32].[Cl:34][CH2:35][Cl:36].[OH2:33].[cH:20]1[cH:21][cH:22][n:23][cH:24][cH:25]1>>[CH2:1]([c:2]1[cH:3][cH:4][cH:5][cH:6][cH:7]1)[O:8][C:9]([c:10]1[c:11]([F:18])[c:12]([NH:17][S:29]([CH2:26][CH2:27][CH3:28])(=[O:30])=[O:31])[cH:13][cH:14][c:15]1[Cl:16])=[O:19]. Starting materials: CC(C)([O-])C.[K+] (potassium tert-butoxide), N1C(=CC=2C1=CN=CC2)C(=O)OC (methyl 1H-pyrrolo[2,3-c]pyridine-2-carboxylate), FC1=C(CBr)C=CC(=C1)I (2-fluoro-4-iodobenzyl bromide). Solvent: CN(C)C=O (DMF), CN(C)C=O (DMF). Conditions: temperature 60 celsius, time 40 minute. The product is FC1=C(CN2C(=CC=3C2=CN=CC3)C(=O)OCC)C=CC(=C1)I (Ethyl 1-(2-fluoro-4-iodo-benzyl)-1H-pyrrolo[2,3-c]pyridine-2-carboxylate). Yield: 45.9%. RXN SMILES: [NH:1]1[C:5]2=[CH:6][N:7]=[CH:8][CH:9]=[C:4]2[CH:3]=[C:2]1[C:10]([O:12][CH3:13])=[O:11].[CH3:14]C(C)([O-])C.[K+].[F:20][C:21]1[CH:28]=[C:27]([I:29])[CH:26]=[CH:25][C:22]=1[CH2:23]Br>CN(C=O)C>[F:20][C:21]1[CH:28]=[C:27]([I:29])[CH:26]=[CH:25][C:22]=1[CH2:23][N:1]1[C:5]2=[CH:6][N:7]=[CH:8][CH:9]=[C:4]2[CH:3]=[C:2]1[C:10]([O:12][CH2:13][CH3:14])=[O:11] |f:1.2|. Reported procedure: To a suspension of methyl 1H-pyrrolo[2,3-c]pyridine-2-carboxylate (0.81 g, 4.26 mmol) in DMF (15 ml) was added potassium tert-butoxide (0.72 g, 6.39 mmol). After the resultant red-brown suspension had been stirred for 40 minutes, a solution of 2-fluoro-4-iodobenzyl bromide (2.01 g, 6.39 mmol) in DMF (5 ml) was added dropwise over 10 minutes. The suspension was then heated to 60° C. for 35 minutes before stirring at room temperature for 18 hours. The reaction mixture was concentrated in vacuo, th...